This data is from the Open Reaction Database (ORD), a public repository of structured organic reaction records. The task is: describe an organic reaction: reactants, conditions, products, and yield The reactants are NC1=CC=CC=C1 (aniline), N1=C(C=CC=C1C)C (2,6-lutidine), BrCCOCC1=CC=CC=C1 (benzyl 2-bromoethyl ether). The solvent is CN(C)C=O (DMF), C(C)(=O)OCC (ethyl acetate). Reaction conditions: temperature 100 celsius, time 8 hour. Product: C(C1=CC=CC=C1)OCCNC1=CC=CC=C1 ((2-Benzyloxy-ethyl)-phenyl-amine). Isolated yield 45.4%. RXN SMILES: [NH2:1][C:2]1[CH:7]=[CH:6][CH:5]=[CH:4][CH:3]=1.N1C(C)=CC=CC=1C.Br[CH2:17][CH2:18][O:19][CH2:20][C:21]1[CH:26]=[CH:25][CH:24]=[CH:23][CH:22]=1>CN(C=O)C.C(OCC)(=O)C>[CH2:20]([O:19][CH2:18][CH2:17][NH:1][C:2]1[CH:7]=[CH:6][CH:5]=[CH:4][CH:3]=1)[C:21]1[CH:26]=[CH:25][CH:24]=[CH:23][CH:22]=1. Procedure details: In a round bottom flask aniline (2.0 g, 21.5 mmol, 2.0 mL), 2,6-lutidine (2.30 g, 21.5 mmol) and benzyl 2-bromoethyl ether (4.6 g, 21.5 mmol, 3.4 mL) were combined in DMF (10 mL) and stirred at 100° C. overnight. The reaction was allowed to cool and then diluted with ethyl acetate (50 mL). This was washed with water (3×20 mL) and the organics were dried and concentrated in vacuo. The crude material was purified by silica gel chromatography eluting with petrol (A) and ethyl acetate (B) (0-50% B, ... Starting materials: O=C([O-])[O-], CCCCO, CCCCCCCCCCCC, Cc1ccccc1, Cc1cc(C)cc(I)c1, [Cs+], [Cs+], [Cu]I. The product is CCCCOc1cc(C)cc(C)c1. As a reaction SMILES: [C:15](=[O:16])([O-:17])[O-:18].[CH2:1]([CH2:2][CH2:3][CH3:4])[OH:5].[CH3:21][CH2:22][CH2:23][CH2:24][CH2:25][CH2:26][CH2:27][CH2:28][CH2:29][CH2:30][CH2:31][CH3:32].[CH3:35][c:36]1[cH:37][cH:38][cH:39][cH:40][cH:41]1.[CH3:6][c:7]1[cH:8][c:9]([I:14])[cH:10][c:11]([CH3:13])[cH:12]1.[Cs+:19].[Cs+:20].[Cu:33][I:34]>>[CH2:1]([CH2:2][CH2:3][CH3:4])[O:5][c:9]1[cH:8][c:7]([CH3:6])[cH:12][c:11]([CH3:13])[cH:10]1. Yields the product CCCC1(CC)Cc2cc(OC)c(Cl)c(Cl)c2C1=O. As a reaction SMILES: [CH2:19]([CH2:20][CH3:21])[I:22].[CH2:1]([CH3:2])[CH:3]1[C:4](=[O:16])[c:5]2[c:6]([Cl:15])[c:7]([Cl:14])[c:8]([O:12][CH3:13])[cH:9][c:10]2[CH2:11]1.[CH3:23][O:24][CH2:25][CH2:26][O:27][CH3:28].[H-:17].[Na+:18]>>[CH2:1]([CH3:2])[C:3]1([CH2:19][CH2:20][CH3:21])[C:4](=[O:16])[c:5]2[c:6]([Cl:15])[c:7]([Cl:14])[c:8]([O:12][CH3:13])[cH:9][c:10]2[CH2:11]1. Starting materials: CCCI, CCC1Cc2cc(OC)c(Cl)c(Cl)c2C1=O, COCCOC, [H-], [Na+]. Starting materials: C1=CC=CC=2C3=CC=CC=C3C(C12)COC(=O)N1[C@H](C(=O)O)CCC1 ([(9H-fluoren-9-ylmethoxy)carbonyl]-L-proline), ClC=1C=CC(=C(CN)C1)N1N=CN=C1 (5-Chloro-2-[1,2,4]triazol-1-yl-benzylamine), C(CCl)Cl (EDC), C1=CC2=C(N=C1)N(N=N2)O (HOAt), CCN(C(C)C)C(C)C (Hünig's Base). Solvent: CN(C)C=O (DMF), O (water). Run at time 18 hour. The product is ClC=1C=CC(=C(CNC([C@H]2N(CCC2)C(=O)OCC2C3=CC=CC=C3C=3C=CC=CC23)=O)C1)N1N=CN=C1 (N-[5-chloro-2-(1H-1,2,4-triazol-1-yl)benzyl]-[(9H-fluoren-9-ylmethoxy)carbonyl]-L-prolinamide). Reaction SMILES: [CH:1]1[C:13]2[CH:12]([CH2:14][O:15][C:16]([N:18]3[CH2:25][CH2:24][CH2:23][C@H:19]3[C:20]([OH:22])=O)=[O:17])[C:11]3[C:6](=[CH:7][CH:8]=[CH:9][CH:10]=3)[C:5]=2[CH:4]=[CH:3][CH:2]=1.[Cl:26][C:27]1[CH:28]=[CH:29][C:30]([N:35]2[CH:39]=[N:38][CH:37]=[N:36]2)=[C:31]([CH:34]=1)[CH2:32][NH2:33].C(Cl)CCl.C1C=NC2N(O)N=NC=2C=1.CCN(C(C)C)C(C)C>CN(C=O)C.O>[Cl:26][C:27]1[CH:28]=[CH:29][C:30]([N:35]2[CH:39]=[N:38][CH:37]=[N:36]2)=[C:31]([CH:34]=1)[CH2:32][NH:33][C:20](=[O:22])[C@@H:19]1[CH2:23][CH2:24][CH2:25][N:18]1[C:16]([O:15][CH2:14][CH:12]1[C:13]2[CH:1]=[CH:2][CH:3]=[CH:4][C:5]=2[C:6]2[C:11]1=[CH:10][CH:9]=[CH:8][CH:7]=2)=[O:17]. Reported procedure: A mixture of [(9H-fluoren-9-ylmethoxy)carbonyl]-L-proline (3.23 g, 9.59 mmol), 1-[5-chloro-2-(1H-1,2,4-triazol-1-yl)phenyl]methanamine (Example 4, 2.00 g, 9.59 mmol, 1.0 equiv), EDC (2.76 g, 14.38 mmol, 1.5 equiv) and HOAt (652 mg, 4.79 mmol, 0.5 equiv) in DMF (5 mL) was brought to pH 6 by dropwise addition of Hünig's Base and stirred at room temperature for 18 h. The reaction was diluted with water and extracted into EtOAc three times. The combined organic layers were dried (anhydrous Na2SO4) a... Starting materials: Cc1ncc(COc2ccc(C#N)cc2)c(CO)c1OCc1ccc(C#N)cc1, O=C([O-])O, CCN(CC)S(F)(F)F, ClCCl, [Na+]. Product: Cc1ncc(COc2ccc(C#N)cc2)c(CF)c1OCc1ccc(C#N)cc1. Reaction SMILES: [C:1](#[N:2])[c:3]1[cH:4][cH:5][c:6]([CH2:7][O:8][c:9]2[c:10]([CH2:26][OH:27])[c:11]([CH2:16][O:17][c:18]3[cH:19][cH:20][c:21]([C:22]#[N:23])[cH:24][cH:25]3)[cH:12][n:13][c:14]2[CH3:15])[cH:28][cH:29]1.[C:39](=[O:40])([OH:41])[O-:42].[CH2:30]([N:31]([S:32]([F:33])([F:34])[F:36])[CH2:35][CH3:37])[CH3:38].[Cl:44][CH2:45][Cl:46].[Na+:43]>>[C:1](#[N:2])[c:3]1[cH:4][cH:5][c:6]([CH2:7][O:8][c:9]2[c:10]([CH2:26][F:36])[c:11]([CH2:16][O:17][c:18]3[cH:19][cH:20][c:21]([C:22]#[N:23])[cH:24][cH:25]3)[cH:12][n:13][c:14]2[CH3:15])[cH:28][cH:29]1.